Dataset: the Open Reaction Database (ORD), a public repository of structured organic reaction records. Task: describe an organic reaction: reactants, conditions, products, and yield The reactants are COC=C1C(NC(C2=CC=CC=C12)=O)=O (4-methoxymethylene-4H-isoquinoline-1,3-dione), N1N=CC2=CC=C(C=C12)N (1H-indazol-6-ylamine). Run in CN(C=O)C (N,N-dimethylformamide). Run at temperature 110 celsius. Yields the product N1N=CC2=CC=C(C=C12)N\C=C\1/C(NC(C2=CC=CC=C12)=O)=O ((4Z)-4-[(1H-Indazol-6-ylamino)methylene]isoquinoline-1,3(2H,4H)-dione). Isolated yield 52.2%. RXN SMILES: CO[CH:3]=[C:4]1[C:13]2[C:8](=[CH:9][CH:10]=[CH:11][CH:12]=2)[C:7](=[O:14])[NH:6][C:5]1=[O:15].[NH:16]1[C:24]2[C:19](=[CH:20][CH:21]=[C:22]([NH2:25])[CH:23]=2)[CH:18]=[N:17]1>CN(C)C=O>[NH:16]1[C:24]2[C:19](=[CH:20][CH:21]=[C:22]([NH:25]/[CH:3]=[C:4]3\[C:5](=[O:15])[NH:6][C:7](=[O:14])[C:8]4[C:13]\3=[CH:12][CH:11]=[CH:10][CH:9]=4)[CH:23]=2)[CH:18]=[N:17]1. Procedure details: A mixture of 4-methoxymethylene-4H-isoquinoline-1,3-dione (101.5 mg, 0.5 mmol), 1H-indazol-6-ylamine (66.6 mg, 0.5 mmol) in 1 mL of N,N-dimethylformamide is heated at 110° C. for 1 h. After cooling in the refrigerator, the precipitate is collected, and washed with ether to give 79.4 mg (52%) of yellow solid mp >300° C.; MS (ESI) m/z 305.10 (M+1); Starting materials: CO, CCOC(=O)Cc1nc(C(C)C)oc1-c1ccco1, [K+], [OH-], O. Product: CC(C)c1nc(CC(=O)O)c(-c2ccco2)o1. Reaction SMILES: [CH3:20][OH:21].[CH:1]([CH3:2])([CH3:3])[c:4]1[o:5][c:6](-[c:15]2[o:16][cH:17][cH:18][cH:19]2)[c:7]([CH2:9][C:10](=[O:11])[O:12][CH2:13][CH3:14])[n:8]1.[K+:23].[OH-:22].[OH2:24]>>[CH:1]([CH3:2])([CH3:3])[c:4]1[o:5][c:6](-[c:15]2[o:16][cH:17][cH:18][cH:19]2)[c:7]([CH2:9][C:10](=[O:11])[OH:12])[n:8]1.